This data is from the Open Reaction Database (ORD), a public repository of structured organic reaction records. The task is: describe an organic reaction: reactants, conditions, products, and yield RXN SMILES: [F:1][C:2]([F:22])([F:21])[C:3]1[CH:8]=[CH:7][C:6]([NH:9][C:10](=[O:20])[CH2:11][C:12]2[CH:17]=[CH:16][CH:15]=[CH:14][C:13]=2[O:18][CH3:19])=[CH:5][CH:4]=1.C1N2CN3CN(C2)CN1C3.O.[C:34](=O)(O)[O-:35].[Na+]>FC(F)(F)C(O)=O.C(OCC)(=O)C>[F:1][C:2]([F:21])([F:22])[C:3]1[CH:8]=[CH:7][C:6]([NH:9][C:10](=[O:20])[CH2:11][C:12]2[CH:17]=[C:16]([CH:34]=[O:35])[CH:15]=[CH:14][C:13]=2[O:18][CH3:19])=[CH:5][CH:4]=1 |f:3.4|. The product is FC(C1=CC=C(C=C1)NC(CC1=C(C=CC(=C1)C=O)OC)=O)(F)F (N-[4-(trifluoromethyl)phenyl]-2-(5-formyl-2-methoxyphenyl)acetamide). Reactants: O (water), C([O-])(O)=O.[Na+] (sodium bicarbonate), FC(C1=CC=C(C=C1)NC(CC1=C(C=CC=C1)OC)=O)(F)F (N-[4-(trifluoromethyl)phenyl]-2-(2-methoxyphenyl)acetamide), C1N2CN3CN1CN(C2)C3 (hexamethylene tetramine). The solvent is C(C)(=O)OCC (ethyl acetate), FC(C(=O)O)(F)F (trifluoroacetic acid). Reported procedure: 1.0 g of N-[4-(trifluoromethyl)phenyl]-2-(2-methoxyphenyl)acetamide was dissolved in 10 mg trifluoroacetic acid, and 0.46 g hexamethylene tetramine was added, and the mixture was reacted at 85° C. for 3 hours. The reaction solution was returned to room temperature, water and ethyl acetate were added, and sodium bicarbonate was further added until the pH reached 8. The reaction solution was extracted with ethyl acetate, washed with brine and dried over anhdydrous magnesium sulfate and the solvent... Reactants: CC#N, Cc1ccccc1, Nc1ccsc1, O=P(O)(O)O. Yields the product Nc1ccsc1, O=P(O)(O)O. Reaction SMILES: [CH3:19][C:20]#[N:21].[CH3:6][c:7]1[cH:8][cH:9][cH:10][cH:11][cH:12]1.[NH2:13][c:14]1[cH:15][s:16][cH:17][cH:18]1.[P:1]([OH:2])([OH:3])([OH:4])=[O:5]>>[NH2:13][c:14]1[cH:15][s:16][cH:17][cH:18]1.[P:1](=[O:2])([OH:3])([OH:4])[OH:5]. Reactants: CO, Cl, CCOC(=O)CC(C)c1cc(F)c2cc(OC)ccc2c1, [Na+], [OH-], O. Product: COc1ccc2cc(C(C)CC(=O)O)cc(F)c2c1. Reaction SMILES: [CH3:26][OH:27].[ClH:25].[F:1][c:2]1[cH:3][c:4]([CH:14]([CH2:15][C:16](=[O:17])[O:18][CH2:19][CH3:20])[CH3:21])[cH:5][c:6]2[cH:7][cH:8][c:9]([O:12][CH3:13])[cH:10][c:11]12.[Na+:23].[OH-:22].[OH2:24]>>[F:1][c:2]1[cH:3][c:4]([CH:14]([CH2:15][C:16](=[O:17])[OH:18])[CH3:21])[cH:5][c:6]2[cH:7][cH:8][c:9]([O:12][CH3:13])[cH:10][c:11]12. Starting materials: ClC1=CC(=CC=C1)C(=O)OO (m-chloroperbenzoic acid), C(CCC)OCCOC1=CC=C(C=C1)C=1C=CC2=C(C=C(CCN2CC(C)C)C(=O)NC2=CC(=C(C=C2)SCC=2C=NC=CC2)OC)C1 (7-[4-(2-butoxyethoxy)phenyl]-1-isobutyl-N-[3-methoxy-4-[(3-pyridinylmethyl)sulfanyl]phenyl]-2,3-dihydro-1-benzazepine-4-carboxamide), S(=S)(=O)([O-])[O-].[Na+].[Na+] (sodium thiosulfate). Run in C(Cl)Cl (methylene chloride), C(Cl)Cl (methylene chloride). Reaction conditions: time 15 minute. Product: C(CCC)OCCOC1=CC=C(C=C1)C=1C=CC2=C(C=C(CCN2CC(C)C)C(=O)NC2=CC(=C(C=C2)S(=O)CC=2C=NC=CC2)OC)C1 (7-[4-(2-butoxyethoxy)phenyl]-1-isobutyl-N-[3-methoxy-4-[(3-pyridinylmethyl)sulfinyl]phenyl]-2,3-dihydro-1-benzazepine-4-carboxamide). Isolated yield 65.1%. As a reaction SMILES: [CH2:1]([O:5][CH2:6][CH2:7][O:8][C:9]1[CH:14]=[CH:13][C:12]([C:15]2[CH:16]=[CH:17][C:18]3[N:24]([CH2:25][CH:26]([CH3:28])[CH3:27])[CH2:23][CH2:22][C:21]([C:29]([NH:31][C:32]4[CH:37]=[CH:36][C:35]([S:38][CH2:39][C:40]5[CH:41]=[N:42][CH:43]=[CH:44][CH:45]=5)=[C:34]([O:46][CH3:47])[CH:33]=4)=[O:30])=[CH:20][C:19]=3[CH:48]=2)=[CH:11][CH:10]=1)[CH2:2][CH2:3][CH3:4].ClC1C=CC=C(C(OO)=[O:57])C=1.S([O-])([O-])(=O)=S.[Na+].[Na+]>C(Cl)Cl>[CH2:1]([O:5][CH2:6][CH2:7][O:8][C:9]1[CH:10]=[CH:11][C:12]([C:15]2[CH:16]=[CH:17][C:18]3[N:24]([CH2:25][CH:26]([CH3:27])[CH3:28])[CH2:23][CH2:22][C:21]([C:29]([NH:31][C:32]4[CH:37]=[CH:36][C:35]([S:38]([CH2:39][C:40]5[CH:41]=[N:42][CH:43]=[CH:44][CH:45]=5)=[O:57])=[C:34]([O:46][CH3:47])[CH:33]=4)=[O:30])=[CH:20][C:19]=3[CH:48]=2)=[CH:13][CH:14]=1)[CH2:2][CH2:3][CH3:4] |f:2.3.4|. Procedure: 7-[4-(2-butoxyethoxy)phenyl]-1-isobutyl-N-[3-methoxy-4-[(3-pyridinylmethyl)sulfanyl]phenyl]-2,3-dihydro-1-benzazepine-4-carboxamide (0.39 g) was dissolved in methylene chloride (7.8 ml), a solution of m-chloroperbenzoic acid (152 mg) in methylene chloride (15.6 ml) was added to the mixture at −78° C., and the mixture was stirred for 15 minutes. The reaction mixture was added to an aqueous solution of saturated sodium thiosulfate, and extracted with ethyl acetate. The organic layer was washed wit... Starting materials: FC1=C(C=CC(=C1)F)NC=1C=C(C=CC1[N+](=O)[O-])C1(OCCO1)C (2-[3-(2,4-difluorophenylamino)-4-nitrophenyl]-2-methyl-1,3-dioxolane), [H-].[Na+] (Sodium hydride), ice, CI (methyl iodide), ice water. Solvent: CN(C=O)C (N,N-dimethylformamide). Conditions: temperature 0 celsius, time 30 minute. The product is CN(C1=C(C=C(C=C1)F)F)C=1C=C(C=CC1[N+](=O)[O-])C1(OCCO1)C (2-{3-[N-methyl-N-(2,4-difluorophenyl)amino]-4-nitrophenyl}-2-methyl-1,3-dioxolane). Isolated yield 84.5%. As a reaction SMILES: [H-].[Na+].[F:3][C:4]1[CH:9]=[C:8]([F:10])[CH:7]=[CH:6][C:5]=1[NH:11][C:12]1[CH:13]=[C:14]([C:21]2([CH3:26])[O:25][CH2:24][CH2:23][O:22]2)[CH:15]=[CH:16][C:17]=1[N+:18]([O-:20])=[O:19].[CH3:27]I>CN(C)C=O>[CH3:27][N:11]([C:12]1[CH:13]=[C:14]([C:21]2([CH3:26])[O:22][CH2:23][CH2:24][O:25]2)[CH:15]=[CH:16][C:17]=1[N+:18]([O-:20])=[O:19])[C:5]1[CH:6]=[CH:7][C:8]([F:10])=[CH:9][C:4]=1[F:3] |f:0.1|. Procedure details: Sodium hydride (60%; 0.14 g) was added portionwise to an ice-cooled solution of 2-[3-(2,4-difluorophenylamino)-4-nitrophenyl]-2-methyl-1,3-dioxolane (1 g) in N,N-dimethylformamide. To the resulting mixture as added methyl iodide (1.7 g). The mixture was stirred at 0° C. for 30 minutes, poured into ice-water (50 ml) and extracted with ethyl acetate. The extract was washed with water, dried and evaporated. The oily residue was purified by column chromatography on silica gel (30 g) eluting with tol... Reactants: O=C1C2=C(N=C(N1)C=1C=NC=CC1)SC1=C2CCN(C1)C(=O)OCC (5,6,7,8-tetrahydro-4-oxo-7-ethoxycarbonyl-2-(3-pyridyl)pyrido[4′,3′:4,5]thieno[2,3-d]pyrimidine), P(=O)(Cl)(Cl)Cl (phosphorus oxychloride). Run at temperature 90 celsius, time 3 hour. Product: ClC=1C2=C(N=C(N1)C=1C=NC=CC1)SC1=C2CCN(C1)C(=O)OCC (5,6,7,8-tetrahydro-4-chloro-7-ethoxycarbonyl-2-(3-pyridyl)pyrido[4′,3′:4,5]thieno[2,3-d]pyrimidine). RXN SMILES: O=[C:2]1[NH:7][C:6]([C:8]2[CH:9]=[N:10][CH:11]=[CH:12][CH:13]=2)=[N:5][C:4]2[S:14][C:15]3[CH2:20][N:19]([C:21]([O:23][CH2:24][CH3:25])=[O:22])[CH2:18][CH2:17][C:16]=3[C:3]1=2.P(Cl)(Cl)([Cl:28])=O>>[Cl:28][C:2]1[C:3]2[C:16]3[CH2:17][CH2:18][N:19]([C:21]([O:23][CH2:24][CH3:25])=[O:22])[CH2:20][C:15]=3[S:14][C:4]=2[N:5]=[C:6]([C:8]2[CH:9]=[N:10][CH:11]=[CH:12][CH:13]=2)[N:7]=1. Reported procedure: 4.1 g of 5,6,7,8-tetrahydro-4-oxo-7-ethoxycarbonyl-2-(3-pyridyl)pyrido[4′,3′:4,5]thieno[2,3-d]pyrimidine was added to 40 ml of phosphorus oxychloride, and stirred at 80 to 100° C. for 3 hours. After phosphorus oxychloride was distilled off under reduced pressure, 50 ml of water was added to the reaction residue. The reaction solution was made alkaline with an aqueous saturated solution of sodium hydrogen carbonate while cooling, and extracted with chloroform. The organic layer was washed with sa... Reactants: Cl.CC(C(=O)O)(C)OC=1C=C2C(=C(N(C2=CC1)CCC)C)C1=CC=NC=C1 (2-methyl-2-[2-methyl-1-propyl-3-(4-pyridyl)-1H-indole-5-yloxy]propanoic acid hydrochloride), N1CCOCC1 (morpholine). Yields the product CC(C(=O)N1CCOCC1)(C)OC=1C=C2C(=C(N(C2=CC1)CCC)C)C1=CC=NC=C1 (2-Methyl-2-[2-Methyl-1-propyl-3-(4-pyridyl)-1H-indole-5-yloxy]-propanoic acid morpholide). RXN SMILES: Cl.[CH3:2][C:3]([O:8][C:9]1[CH:10]=[C:11]2[C:15](=[CH:16][CH:17]=1)[N:14]([CH2:18][CH2:19][CH3:20])[C:13]([CH3:21])=[C:12]2[C:22]1[CH:27]=[CH:26][N:25]=[CH:24][CH:23]=1)([CH3:7])[C:4]([OH:6])=O.[NH:28]1[CH2:33][CH2:32][O:31][CH2:30][CH2:29]1>>[CH3:7][C:3]([O:8][C:9]1[CH:10]=[C:11]2[C:15](=[CH:16][CH:17]=1)[N:14]([CH2:18][CH2:19][CH3:20])[C:13]([CH3:21])=[C:12]2[C:22]1[CH:23]=[CH:24][N:25]=[CH:26][CH:27]=1)([CH3:2])[C:4]([N:28]1[CH2:33][CH2:32][O:31][CH2:30][CH2:29]1)=[O:6] |f:0.1|. Procedure: The above compound was prepared from 2-methyl-2-[2-methyl-1-propyl-3-(4-pyridyl)-1H-indole-5-yloxy]propanoic acid hydrochloride and morpholine using a procedure analogous to that of Example 128.